This data is from the Open Reaction Database (ORD), a public repository of structured organic reaction records. The task is: describe an organic reaction: reactants, conditions, products, and yield The reactants are C(C)(=O)NC=1C=C2CC(CC2=CC1)NC(C)=O (N-(5-acetylamino-indan-2-yl)-acetamide), BrBr (bromine). Run in C(C)(=O)O (acetic acid). Yields the product C(C)(=O)NC=1C=C2CC(CC2=CC1Br)NC(C)=O (N-(5-acetylamino-6-bromo-indan-2-yl)acetamide). Yield: 77.0%. As a reaction SMILES: [C:1]([NH:4][C:5]1[CH:6]=[C:7]2[C:11](=[CH:12][CH:13]=1)[CH2:10][CH:9]([NH:14][C:15](=[O:17])[CH3:16])[CH2:8]2)(=[O:3])[CH3:2].[Br:18]Br>C(O)(=O)C>[C:1]([NH:4][C:5]1[CH:6]=[C:7]2[C:11](=[CH:12][C:13]=1[Br:18])[CH2:10][CH:9]([NH:14][C:15](=[O:17])[CH3:16])[CH2:8]2)(=[O:3])[CH3:2]. Procedure details: A solution of N-(5-acetylamino-indan-2-yl)-acetamide (9.8 g, 42 mmol) and bromine (8.5 g, 53 mmol) in acetic acid (200 mL) was stirred at room temperature for 3 h. After evaporation of the solvent, the syrupy residue was dissolved in ether and washed with water. The organic layer was washed with aqueous sodium bisulfite and dried over magnesium sulfate. The solvent was concentrated and the resulting solid collected by filtration (10 g, 77% yield). Starting materials: C1(=CC=CC=C1)C1CC(CC(C1)=O)=O (5-phenylcyclohexane-1,3-dione), C(C)(=O)[O-].[NH4+] (ammonium acetate), CC(C#C)=O (3-butyn-2-one). The solvent is C(C)O (ethanol). Run at time 1.5 hour. Product: CC1=NC=2CC(CC(C2C=C1)=O)C1=CC=CC=C1 (2-methyl-7-phenyl-5,6,7,8-tetrahydroquinolin-5-one). The yield is 58.3%. As a reaction SMILES: [C:1]1([CH:7]2[CH2:12][C:11](=O)[CH2:10][C:9](=[O:14])[CH2:8]2)[CH:6]=[CH:5][CH:4]=[CH:3][CH:2]=1.C([O-])(=O)C.[NH4+:19].[CH3:20][C:21](=O)[C:22]#[CH:23]>C(O)C>[CH3:20][C:21]1[CH:22]=[CH:23][C:10]2[C:9](=[O:14])[CH2:8][CH:7]([C:1]3[CH:2]=[CH:3][CH:4]=[CH:5][CH:6]=3)[CH2:12][C:11]=2[N:19]=1 |f:1.2|. Reported procedure: To a mixture of 5-phenylcyclohexane-1,3-dione (1.2 g) and ammonium acetate (0.49 g) in ethanol (30 ml) was added 3-butyn-2-one (0.44 g), and the mixture was stirred at room temperature for 1.5 hours and refluxed for 18 hours. Under reduced pressure, the solvent was evaporated, and the residue was dissolved in ethyl acetate. The solution was washed with sodium hydrogen carbonate solution, water and saturated brine, dried with magnesium sulfate and concentrated under reduced pressure, and the resi... The reactants are O=C([O-])[O-], CN=C=S, Cc1nc[nH]c1CSCCN, Cl, Cl, [K+], [K+], O. Product: CNC(=S)NCCSCc1nc[nH]c1C. RXN SMILES: [C:1](=[O:2])([O-:3])[O-:4].[CH3:20][N:21]=[C:22]=[S:23].[CH3:9][c:10]1[n:11][cH:12][nH:13][c:14]1[CH2:15][S:16][CH2:17][CH2:18][NH2:19].[ClH:7].[ClH:8].[K+:5].[K+:6].[OH2:24]>>[CH3:9][c:10]1[nH:11][cH:12][n:13][c:14]1[CH2:15][S:16][CH2:17][CH2:18][NH:19][C:22]([NH:21][CH3:20])=[S:23]. The reactants are CCN(C(C)C)C(C)C (DIPEA), Cl.C1(=CC=CC=C1)C(=O)C1CCNCC1 (phenyl(4-piperidinyl)methanone hydrochloride), CS(=O)(=O)Cl (MsCl). The solvent is C(Cl)Cl (CH2Cl2). Conditions: time 30 minute. Product: CS(=O)(=O)N1CCC(CC1)C(=O)C1=CC=CC=C1 ([1-(methylsulfonyl)-4-piperidinyl](phenyl)methanone), solid. Isolated yield 98.0%. Reaction SMILES: CCN(C(C)C)C(C)C.Cl.[C:11]1([C:17]([CH:19]2[CH2:24][CH2:23][NH:22][CH2:21][CH2:20]2)=[O:18])[CH:16]=[CH:15][CH:14]=[CH:13][CH:12]=1.[CH3:25][S:26](Cl)(=[O:28])=[O:27]>C(Cl)Cl>[CH3:25][S:26]([N:22]1[CH2:23][CH2:24][CH:19]([C:17]([C:11]2[CH:12]=[CH:13][CH:14]=[CH:15][CH:16]=2)=[O:18])[CH2:20][CH2:21]1)(=[O:28])=[O:27] |f:1.2|. Procedure details: Neat DIPEA (1.54 ml, 8.86 mmol) was added dropwise to a solution of phenyl(4-piperidinyl)methanone hydrochloride (1 g, 4.43 mmol) in CH2Cl2 (20 ml) at 0° C. Then, neat MsCl (377 μL, 4.87 mmol) was slowly added and the cooling bath was removed. After 30 minutes, the reaction was quenched with water and diluted with CH2Cl2. After separation, the organic phase was washed with brine, dried over MgSO4 and evaporated to dryness. The final ketone 1 was obtained as a white solid (1.16 g, 98%). Starting materials: ClC1=NC=C2C(C(=CN3C(COC1=C32)C)C(=O)OCC)=O (ethyl 9-chloro-3-methyl-6-oxo-3,6-dihydro-2H-1-oxa-3a,8-diazaphenalene-5-carboxylate), ice water, O (water), S(O)(O)(=O)=O (sulphuric acid). Solvent: C(C)(=O)O (acetic acid). Yields the product ClC1=NC=C2C(C(=CN3C(COC1=C32)C)C(=O)O)=O (9-Chloro-3-methyl-6-oxo-3,6-dihydro-2H-1-oxa-3a,8-diazaphenalene-5-carboxylic acid). As a reaction SMILES: [Cl:1][C:2]1[C:13]2=[C:14]3[C:5]([C:6](=[O:21])[C:7]([C:16]([O:18]CC)=[O:17])=[CH:8][N:9]3[CH:10]([CH3:15])[CH2:11][O:12]2)=[CH:4][N:3]=1.O.S(=O)(=O)(O)O>C(O)(=O)C>[Cl:1][C:2]1[C:13]2=[C:14]3[C:5]([C:6](=[O:21])[C:7]([C:16]([OH:18])=[O:17])=[CH:8][N:9]3[CH:10]([CH3:15])[CH2:11][O:12]2)=[CH:4][N:3]=1. Procedure: 0.95 g (3.1 mmol) of ethyl 9-chloro-3-methyl-6-oxo-3,6-dihydro-2H-1-oxa-3a,8-diazaphenalene-5-carboxylate are heated at reflux in a mixture of 4 ml of acetic acid, 4 ml of water and 0.4 ml of concentrated sulphuric acid for four hours. The cooled mixture is put into ice-water, the product is isolated and washed with water. The reactants are ClC1=C(OC2=CC(N(C2)[C@H](C(=O)NC2=NN(C=C2)CC(C)(C)O)CC2CCCCC2)=O)C=CC=C1 ((S)-2-[4-(2-Chloro-phenoxy)-2-oxo-2,5-dihydro-pyrrol-1-yl]-3-cyclohexyl-N-[1-(2-hydroxy-2-methyl-propyl)-1-H-pyrazol-3-yl]-propionamide), Cl.C(C)OC([C@@H](CC(CC)C)N)=O ((R)-2-amino-4-methyl-hexanoic acid ethyl ester hydrochloride salt), C(C)(C)N(C(C)C)CC (N,N-diisopropylethylamine), C(C)(C)N(C(C)C)CC (N,N-diisopropylethylamine). The solvent is C(C)#N (acetonitrile), C(C)#N (acetonitrile). Procedure: A suspension of (R)-2-amino-4-methyl-hexanoic acid ethyl ester hydrochloride salt (1.57 g, 7.50 mmol) in acetonitrile (9 mL) was treated with N,N-diisopropylethylamine (1.62 mL) and stirred at 60° C. for 15 min. At this time the solution was treated with N,N-diisopropylethylamine (1.62 mL) and a solution of (E)-4-bromo-3-(2-chloro-phenoxy)-but-2-enoic acid ethyl ester (prepared as in Example 61, 2.39 g, 7.49 mmol) in acetonitrile (4 mL) via a dropping funnel and refluxed for 20 h. The mixture wa... Yields the product C(C)OC([C@@H](CC(CC)C)N1C(C=C(C1)OC1=C(C=CC=C1)Cl)=O)=O ((R)-2-[4-(2-chloro-phenoxy)-2-oxo-2,5-dihydro-pyrrol-1-yl]-4-methyl-hexanoic acid ethyl ester). Reaction conditions: temperature 60 celsius, time 15 minute. As a reaction SMILES: Cl.[CH2:2]([O:4][C:5](=[O:13])[C@H:6]([NH2:12])[CH2:7][CH:8]([CH3:11])[CH2:9][CH3:10])[CH3:3].C(N(CC)C(C)C)(C)C.[Cl:23][C:24]1[CH:57]=[CH:56][CH:55]=[CH:54][C:25]=1[O:26][C:27]1[CH2:31]N([C@@H](CC2CCCCC2)C(NC2C=CN(CC(O)(C)C)N=2)=O)[C:29](=[O:53])[CH:28]=1>C(#N)C>[CH2:2]([O:4][C:5](=[O:13])[C@H:6]([N:12]1[CH2:31][C:27]([O:26][C:25]2[CH:54]=[CH:55][CH:56]=[CH:57][C:24]=2[Cl:23])=[CH:28][C:29]1=[O:53])[CH2:7][CH:8]([CH3:11])[CH2:9][CH3:10])[CH3:3] |f:0.1|. Yield: 46.0%. Starting materials: CCOC(=O)OCC, CCOC(=O)CCCOc1ccccc1C=O, CC[O-], CCO, Cl, [Na+]. The product is CCOC(=O)C1=Cc2ccccc2OCC1. RXN SMILES: [C:23](=[O:24])([O:25][CH2:26][CH3:27])[O:28][CH2:29][CH3:30].[CH2:1]([CH3:2])[O:3][C:4]([CH2:5][CH2:6][CH2:7][O:8][c:9]1[c:10]([CH:15]=[O:16])[cH:11][cH:12][cH:13][cH:14]1)=[O:17].[CH3:19][CH2:20][O-:21].[CH3:31][CH2:32][OH:33].[ClH:22].[Na+:18]>>[CH2:1]([CH3:2])[O:3][C:4]([C:5]1=[CH:15][c:10]2[c:9]([cH:14][cH:13][cH:12][cH:11]2)[O:8][CH2:7][CH2:6]1)=[O:17]. Yields the product C(CCCCCCC)P(O)(=O)CCCCCCCC (di-n-octylphosphinic acid). Run in C(C)#N (acetonitrile), C=CCCCCCCCCCCCCCCCC (1-octadecene), C1(=CC=CC=C1)C (toluene), CO (methanol), CN1CCCC1=O (NMP), CN1C(CCC1)=O (1-methyl-2-pyrrolidinone), C=CCCCCCCCCCCCCCCCC (1-octadecene). Reported procedure: Materials. 1-methyl-2-pyrrolidinone (99.5%, Aldrich), 1-octadecene (90%, Aldrich), acetonitrile (99.9%, Fisher Chemical), BiCl3 (99.999%, Strem), CdO (99.5%, Aldrich), diphenyl ether (99%, Aldrich), methanol (ACS grade, VWR), oleic acid (90%, Aldrich), oleylamine (70% Aldrich), selenium (99.99%, Strem), trioctylphosphine (90%, Aldrich), trioctylphosphine oxide (99%, Strem), toluene (ACS grade, VWR). 0.1M Se-ODE was prepared by dissolving selenium powder in 1-octadecene at 180° C. for 5 hr under ... Starting materials: BiCl3, [ 42 ], C(CCCCCCC\C=C/CCCCCCCC)N (oleylamine), C(CCCCCCC)P(CCCCCCCC)(CCCCCCCC)=O (trioctylphosphine oxide), C(CCCCCCC)P(CCCCCCCC)CCCCCCCC (trioctylphosphine), CdO, C(CCCCCCC\C=C/CCCCCCCC)(=O)O (oleic acid), BiCl3, [ 1 ], [Se] (selenium), C1(=CC=CC=C1)OC1=CC=CC=C1 (diphenyl ether), [Se] (selenium). Reaction SMILES: C1([O:7]C2C=CC=CC=2)C=CC=CC=1.C(O)(=O)CCCCCCC/C=C\CCCCCCCC.C(N)CCCCCCC/C=C\CCCCCCCC.[Se].C(P(CCCCCCCC)CCCCCCCC)CCCCCCC.C([P:87](=[O:104])([CH2:96][CH2:97][CH2:98][CH2:99][CH2:100][CH2:101][CH2:102][CH3:103])[CH2:88][CH2:89][CH2:90][CH2:91][CH2:92][CH2:93][CH2:94][CH3:95])CCCCCCC>C=CCCCCCCCCCCCCCCCC.CN1C(=O)CCC1.C1(C)C=CC=CC=1.CO.C(#N)C>[CH2:96]([P:87]([CH2:88][CH2:89][CH2:90][CH2:91][CH2:92][CH2:93][CH2:94][CH3:95])(=[O:104])[OH:7])[CH2:97][CH2:98][CH2:99][CH2:100][CH2:101][CH2:102][CH3:103] |^3:52|.